Dataset: the Open Reaction Database (ORD), a public repository of structured organic reaction records. Task: describe an organic reaction: reactants, conditions, products, and yield Starting materials: CC(=O)OCc1cccc2c1CCc1cccc(I)c1C2=O, CC(=O)OCc1ccc(I)c2c1CCc1ccccc1C2=O, CO, Cl, [Na+], C1CCOC1, [OH-], O. Yields the product O=C1c2cccc(CO)c2CCc2cccc(I)c21. Reaction SMILES: [C:1](=[O:2])([CH3:3])[O:4][CH2:5][c:6]1[cH:7][cH:8][cH:9][c:10]2[c:16]1[CH2:15][CH2:14][c:13]1[c:12]([c:20]([I:21])[cH:19][cH:18][cH:17]1)[C:11]2=[O:22].[C:23]([O:24][CH2:25][c:26]1[c:27]2[c:38]([c:39]([I:40])[cH:41][cH:42]1)[C:36](=[O:37])[c:35]1[c:30]([cH:31][cH:32][cH:33][cH:34]1)[CH2:29][CH2:28]2)(=[O:43])[CH3:44].[CH3:52][OH:53].[ClH:46].[Na+:55].[O:47]1[CH2:48][CH2:49][CH2:50][CH2:51]1.[OH-:54].[OH2:45]>>[OH:4][CH2:5][c:6]1[cH:7][cH:8][cH:9][c:10]2[c:16]1[CH2:15][CH2:14][c:13]1[c:12]([c:20]([I:21])[cH:19][cH:18][cH:17]1)[C:11]2=[O:22]. Reactants: N[C@@H](CCSC)C=O (Metal), C(C1=CC=CC=C1)=O (Benzaldehyde), Petroleum spirit, C(CC(O)(C(=O)[O-])CC(=O)[O-])(=O)[O-] (citrate), C(C(=O)C)(=O)[O-].[Na+] (sodium pyruvate). Run in C(C)O (ethanol). Run at temperature 5 celsius, time 24 hour. The product is C1(=CC=CC=C1)CC(=O)CO (phenylacetylcarbinol). Isolated yield 24.4%. As a reaction SMILES: N[C@H](C=O)CCSC.C([O-])(=O)CC(CC([O-])=O)(C([O-])=O)O.[C:22]([O-:27])(=O)[C:23]([CH3:25])=[O:24].[Na+].C(=O)[C:30]1[CH:35]=[CH:34][CH:33]=[CH:32][CH:31]=1>C(O)C>[C:30]1([CH2:25][C:23]([CH2:22][OH:27])=[O:24])[CH:35]=[CH:34][CH:33]=[CH:32][CH:31]=1 |f:2.3|. Procedure details: 9.5 ml of 0.1 M citric acid and 40.5 ml of 0.1 M tri-sodium citrate were diluted to 100 ml to give a pH 6 citrate buffer solution. (Ref.: Buffers for pH and Metal Ion Control, D. D. Perrin and B. Dempsey, Publ. John Wiley and Sons, pg 103). Petroleum spirit (40 ml), ethanol (0.5 ml), the pH 6 citrate buffer (5 ml) and sodium pyruvate (2.5 g, 23 mmol) were stirred at room temperature for 1 h. Benzaldehyde (127 mg, 1.2 mmol) and baker's yeast (5 g) were then added and the reaction stirred at 5° C.... Starting materials: Cl (hydrogen chloride), C(C1=CC=CC=C1)OC([C@H](NC([C@@H](NC(=O)OC(C)(C)C)C)=O)C)=O (N-t-butoxycarbonyl-L-alanyl-D-alanine benzyl ester). Solvent: O1CCOCC1 (dioxane). The product is Cl.C(C1=CC=CC=C1)OC([C@H](NC([C@@H](N)C)=O)C)=O (L-alanyl-D-alanine benzyl ester hydrochloride). RXN SMILES: [CH2:1]([O:8][C:9](=[O:25])[C@@H:10]([CH3:24])[NH:11][C:12](=[O:23])[C@H:13]([CH3:22])[NH:14]C(OC(C)(C)C)=O)[C:2]1[CH:7]=[CH:6][CH:5]=[CH:4][CH:3]=1.[ClH:26]>O1CCOCC1>[ClH:26].[CH2:1]([O:8][C:9](=[O:25])[C@@H:10]([CH3:24])[NH:11][C:12](=[O:23])[C@H:13]([CH3:22])[NH2:14])[C:2]1[CH:3]=[CH:4][CH:5]=[CH:6][CH:7]=1 |f:3.4|. Procedure details: To a slurry of 28.7 g. of N-t-butoxycarbonyl-L-alanyl-D-alanine benzyl ester in 150 ml. of dioxane saturated with hydrogen chloride and the mixture stirred for 4 hours at room temperature. The solvent was removed in vacuo and the residue triturated with diethyl ether. The resulting solids were filtered, redissolved in methylene chloride and the solution concentrated to about 150 ml. Ether was added and the solids filtered under nitrogen, 22.0 g. Starting materials: B, Oc1ccccc1, N#C[S-]. Yields the product N#Cc1ccccc1O. Reaction SMILES: [B:11].[OH:1][c:2]1[cH:3][cH:4][cH:5][cH:6][cH:7]1.[S-:8][C:9]#[N:10]>>[OH:1][c:2]1[c:3]([C:9]#[N:10])[cH:4][cH:5][cH:6][cH:7]1. The reactants are CC#N (CH3CN), [H-].[Na+] (NaH), COC(C1=C(C=CC=C1)Br)=O (2-bromo-benzoic acid methyl ester). Solvent: C1CCOC1 (THF). Run at temperature 0 celsius. Yields the product BrC1=C(C=CC=C1)C(CC#N)=O (3-(2-bromo-phenyl)-3-oxo-propionitrile). The yield is 59.0%. Reaction SMILES: [H-].[Na+].[CH3:3][C:4]#[N:5].C[O:7][C:8](=O)[C:9]1[CH:14]=[CH:13][CH:12]=[CH:11][C:10]=1[Br:15]>C1COCC1>[Br:15][C:10]1[CH:11]=[CH:12][CH:13]=[CH:14][C:9]=1[C:8](=[O:7])[CH2:3][C:4]#[N:5] |f:0.1|. Reported procedure: To a suspension of NaH (60% dispersion, 1.14 g, 28.4 mmol) in dry THF (50 mL) under N2 was added CH3CN followed by 2-bromo-benzoic acid methyl ester (2 mL, 14.2 mmol). The reaction mixture was refluxed for 1.5 hour, then cooled to 0° C., quenched with water (1 mL), and concentrated in vacuo. The residue was diluted with water and the aqueous layer was extracted with hexane (2×), then acidified to pH 3-4 with 1N aqueous HCl. The milky aqueous layer was extracted with CHCl3 (3×), the combined orga... Starting materials: C(CCCCCCCCCCCCCCCCCCCCC)(=O)Cl (Docosanoyl chloride), C1(=CC=CC=C1)[Li] (Phenyl lithium), C(CCC)OCCCC (n-butyl ether), BrC1=C(C2=C(S1)C(=C(S2)Br)Br)Br (2,3,5,6-tetrabromothieno[3,2,b]thiophene). Procedure details: Di-acylation (Step A) A suspension of (2,3,5,6-tetrabromothieno[3,2,b]thiophene (20 mmol) in anhydrous THF (200 mL) is cooled to −78° C. Phenyl lithium solution in n-butyl ether (41 mmol) is added dropwise and the reaction mixture is stirred at −78° C. for 4 h. Docosanoyl chloride (41 mmol) is added to the reaction mixture via syringe while maintaining the temperature of the mixture as close to −78° C. The reaction is allowed to warm to RT over about three hours and then stirred overnight at RT.... Yields the product BrC=1C2=C(SC1C(CCCCCCCCCCCCCCCCCCCCC)=O)C(=C(S2)C(CCCCCCCCCCCCCCCCCCCCC)=O)Br (1-{3,6-dibromo-5-docosanoylthieno[3,2-b]thiophen-2-yl}docosan-1-one). Conditions: temperature -78 celsius, time 4 hour. Reaction SMILES: Br[C:2]1[S:6][C:5]2[C:7]([Br:11])=[C:8](Br)[S:9][C:4]=2[C:3]=1[Br:12].[C:13]1([Li])[CH:18]=[CH:17][CH:16]=[CH:15][CH:14]=1.C([O:24][CH2:25][CH2:26][CH2:27][CH3:28])CCC.[C:29](Cl)(=[O:51])[CH2:30][CH2:31][CH2:32][CH2:33][CH2:34][CH2:35][CH2:36][CH2:37][CH2:38][CH2:39][CH2:40][CH2:41][CH2:42][CH2:43][CH2:44][CH2:45][CH2:46][CH2:47][CH2:48][CH2:49][CH3:50]>C1COCC1>[Br:12][C:3]1[C:4]2[S:9][C:8]([C:25](=[O:24])[CH2:26][CH2:27][CH2:28][CH2:40][CH2:39][CH2:38][CH2:37][CH2:36][CH2:35][CH2:34][CH2:33][CH2:32][CH2:31][CH2:30][CH2:29][CH2:14][CH2:15][CH2:16][CH2:17][CH2:18][CH3:13])=[C:7]([Br:11])[C:5]=2[S:6][C:2]=1[C:29](=[O:51])[CH2:30][CH2:31][CH2:32][CH2:33][CH2:34][CH2:35][CH2:36][CH2:37][CH2:38][CH2:39][CH2:40][CH2:41][CH2:42][CH2:43][CH2:44][CH2:45][CH2:46][CH2:47][CH2:48][CH2:49][CH3:50]. Solvent: C1CCOC1 (THF). Starting materials: CSc1nc2cc(C3=NNC(=O)CC3C)ccc2o1, NCCCCN, O. Yields the product CC1CC(=O)NN=C1c1ccc2oc(NCCCCN)nc2c1. Reaction SMILES: [CH3:1][CH:2]1[CH2:3][C:4](=[O:19])[NH:5][N:6]=[C:7]1[c:8]1[cH:9][cH:10][c:11]2[c:12]([n:13][c:14]([S:16][CH3:17])[o:15]2)[cH:18]1.[NH2:20][CH2:21][CH2:22][CH2:23][CH2:24][NH2:25].[OH2:26]>>[CH3:1][CH:2]1[CH2:3][C:4](=[O:19])[NH:5][N:6]=[C:7]1[c:8]1[cH:9][cH:10][c:11]2[c:12]([n:13][c:14]([NH:20][CH2:21][CH2:22][CH2:23][CH2:24][NH2:25])[o:15]2)[cH:18]1.